describe an organic reaction: reactants, conditions, products, and yield From a dataset of the Open Reaction Database (ORD), a public repository of structured organic reaction records. The reactants are [Cl-].[NH4+] (ammonium chloride), CC(C)(C)[Si](N1C=CC2=C(C=CC=C12)C1=CC(=C2C=NN(C2=C1)S(=O)(=O)C1=CC=CC=C1)C=1OC(=CN1)C(=O)OCC)(C)C (ethyl 2-[6-{1-[(1,1-dimethylethyl)(dimethyl)silyl]-1H-indol-4-yl}-1-(phenylsulfonyl)-1H-indazol-4-yl]-1,3-oxazole-5-carboxylate), ClC1=CC(=C2C=NN(C2=C1)S(=O)(=O)C1=CC=CC=C1)C=1OC(=CN1)C(=O)OCC (ethyl 2-[6-chloro-1-(phenylsulfonyl)-1H-indazol-4-yl]-1,3-oxazole-5-carboxylate), [H-].C(C(C)C)[Al+]CC(C)C (diisobutylaluminium hydride). Run in ClCCl (dichloromethane). Reaction conditions: temperature -20 celsius, time 2 hour. The product is CC(C)(C)[Si](N1C=CC2=C(C=CC=C12)C1=CC(=C2C=NN(C2=C1)S(=O)(=O)C1=CC=CC=C1)C=1OC(=CN1)CO)(C)C ({2-[6-{1-[(1,1-Dimethylethyl)(dimethyl)silyl]-1H-indol-4-yl}-1-(phenylsulfonyl)-1H-indazol-4-yl]-1,3-oxazol-5-yl}methanol). As a reaction SMILES: [CH3:1][C:2]([Si:5]([CH3:44])([CH3:43])[N:6]1[C:14]2[C:9](=[C:10]([C:15]3[CH:23]=[C:22]4[C:18]([CH:19]=[N:20][N:21]4[S:24]([C:27]4[CH:32]=[CH:31][CH:30]=[CH:29][CH:28]=4)(=[O:26])=[O:25])=[C:17]([C:33]4[O:34][C:35]([C:38](OCC)=[O:39])=[CH:36][N:37]=4)[CH:16]=3)[CH:11]=[CH:12][CH:13]=2)[CH:8]=[CH:7]1)([CH3:4])[CH3:3].ClC1C=C2C(C=NN2S(C2C=CC=CC=2)(=O)=O)=C(C2OC(C(OCC)=O)=CN=2)C=1.[H-].C([Al+]CC(C)C)C(C)C.[Cl-].[NH4+]>ClCCl>[CH3:4][C:2]([Si:5]([CH3:44])([CH3:43])[N:6]1[C:14]2[C:9](=[C:10]([C:15]3[CH:23]=[C:22]4[C:18]([CH:19]=[N:20][N:21]4[S:24]([C:27]4[CH:32]=[CH:31][CH:30]=[CH:29][CH:28]=4)(=[O:26])=[O:25])=[C:17]([C:33]4[O:34][C:35]([CH2:38][OH:39])=[CH:36][N:37]=4)[CH:16]=3)[CH:11]=[CH:12][CH:13]=2)[CH:8]=[CH:7]1)([CH3:1])[CH3:3] |f:2.3,4.5|. Reported procedure: To a solution of ethyl 2-[6-{1-[(1,1-dimethylethyl)(dimethyl)silyl]-1H-indol-4-yl}-1-(phenylsulfonyl)-1H-indazol-4-yl]-1,3-oxazole-5-carboxylate (containing an impurity consistent with ethyl 2-[6-chloro-1-(phenylsulfonyl)-1H-indazol-4-yl]-1,3-oxazole-5-carboxylate)(0.84 g) in dichloromethane (10 ml) at −20° C. was added diisobutylaluminium hydride (2.68 ml, 2.68 mmol, 1M in hexanes). The reaction mixture was stirred at −20° C. for 2 h then 10% ammonium chloride solution (10 ml) added. The mixtur... Procedure: Using [4-(3,5-dimethylpyridin-2-yl)piperazin-1-yl](4-iodophenyl)methanone (337 mg) described in Preparation Example 113 and 3-(4-methoxybenzyl)imidazolidine-2,4-dione (176 mg) described in Preparation Example 213 and by the reaction and treatment in the same manner as in Example 508, the title compound (61 mg) was obtained via 1-{4-[4-(3,5-dimethylpyridin-2-yl)piperazine-1-carbonyl]phenyl}-3-(4-methoxybenzyl)imidazolidine-2,4-dione. Reaction SMILES: CC1C(N2CCN(C(C3C=CC(I)=CC=3)=O)CC2)=NC=C(C)C=1.COC1C=CC(CN2C(=O)CNC2=O)=CC=1.[CH3:40][C:41]1[C:42]([N:48]2[CH2:53][CH2:52][N:51]([C:54]([C:56]3[CH:61]=[CH:60][C:59]([N:62]4[CH2:66][C:65](=[O:67])[N:64](CC5C=CC(OC)=CC=5)[C:63]4=[O:77])=[CH:58][CH:57]=3)=[O:55])[CH2:50][CH2:49]2)=[N:43][CH:44]=[C:45]([CH3:47])[CH:46]=1>>[CH3:40][C:41]1[C:42]([N:48]2[CH2:49][CH2:50][N:51]([C:54]([C:56]3[CH:61]=[CH:60][C:59]([N:62]4[CH2:66][C:65](=[O:67])[NH:64][C:63]4=[O:77])=[CH:58][CH:57]=3)=[O:55])[CH2:52][CH2:53]2)=[N:43][CH:44]=[C:45]([CH3:47])[CH:46]=1. The product is CC=1C(=NC=C(C1)C)N1CCN(CC1)C(=O)C1=CC=C(C=C1)N1C(NC(C1)=O)=O (1-{4-[4-(3,5-dimethylpyridin-2-yl)piperazine-1-carbonyl]phenyl}imidazolidine-2,4-dione). The reactants are CC=1C(=NC=C(C1)C)N1CCN(CC1)C(=O)C1=CC=C(C=C1)I ([4-(3,5-dimethylpyridin-2-yl)piperazin-1-yl](4-iodophenyl)methanone), CC=1C(=NC=C(C1)C)N1CCN(CC1)C(=O)C1=CC=C(C=C1)N1C(N(C(C1)=O)CC1=CC=C(C=C1)OC)=O (1-{4-[4-(3,5-dimethylpyridin-2-yl)piperazine-1-carbonyl]phenyl}-3-(4-methoxybenzyl)imidazolidine-2,4-dione), COC1=CC=C(CN2C(NCC2=O)=O)C=C1 (3-(4-methoxybenzyl)imidazolidine-2,4-dione).